describe an organic reaction: reactants, conditions, products, and yield From a dataset of the Open Reaction Database (ORD), a public repository of structured organic reaction records. The reactants are CCOP(=O)(CC#N)OCC, C1CCOC1, CCOC(C)=O, [H-], [Na+], CCOC(=O)c1ccc2c(c1)OCc1ccccc1C2=O. Yields the product CCOC(=O)c1ccc2c(c1)OCc1ccccc1C2=CC#N. RXN SMILES: [C:1](#[N:2])[CH2:3][P:4](=[O:5])([O:6][CH2:7][CH3:8])[O:9][CH2:10][CH3:11].[CH2:35]1[O:36][CH2:37][CH2:38][CH2:39]1.[CH3:40][CH2:41][O:42][C:43](=[O:44])[CH3:45].[H-:12].[Na+:13].[O:14]=[C:15]1[c:16]2[c:17]([cH:26][c:27]([C:30](=[O:31])[O:32][CH2:33][CH3:34])[cH:28][cH:29]2)[O:18][CH2:19][c:20]2[c:21]1[cH:22][cH:23][cH:24][cH:25]2>>[C:1](#[N:2])[CH:3]=[C:15]1[c:16]2[c:17]([cH:26][c:27]([C:30](=[O:31])[O:32][CH2:33][CH3:34])[cH:28][cH:29]2)[O:18][CH2:19][c:20]2[c:21]1[cH:22][cH:23][cH:24][cH:25]2. Starting materials: Cl (hydrochloric acid), C1CCOC1 (THF), [OH-].[Na+] (sodium hydroxide), COC(=O)C1(CCCCCC1)NC(=O)C1=CC2=C(N(C(=N2)CC=2SC=CC2)C(CC)CC)C=C1 (1-{[1-(1-ethyl-propyl)-2-thiophen-2-ylmethyl-1H-benzoimidazole-5-carbonyl]-amino}-cycloheptanecarboxylic acid methyl ester). Run in C(C)O (ethanol). Yields the product C(C)C(CC)N1C(=NC2=C1C=CC(=C2)C(=O)NC2(CCCCCC2)C(=O)O)CC=2SC=CC2 (1-{[1-(1-ethyl-propyl)-2-thiophen-2-ylmethyl-1H-benzoimidazole-5-carbonyl]-amino}-cycloheptanecarboxylic acid). The yield is 25.7%. Reaction SMILES: C[O:2][C:3]([C:5]1([NH:12][C:13]([C:15]2[CH:34]=[CH:33][C:18]3[N:19]([CH:28]([CH2:31][CH3:32])[CH2:29][CH3:30])[C:20]([CH2:22][C:23]4[S:24][CH:25]=[CH:26][CH:27]=4)=[N:21][C:17]=3[CH:16]=2)=[O:14])[CH2:11][CH2:10][CH2:9][CH2:8][CH2:7][CH2:6]1)=[O:4].C1COCC1.[OH-].[Na+].Cl>C(O)C>[CH2:29]([CH:28]([N:19]1[C:18]2[CH:33]=[CH:34][C:15]([C:13]([NH:12][C:5]3([C:3]([OH:4])=[O:2])[CH2:11][CH2:10][CH2:9][CH2:8][CH2:7][CH2:6]3)=[O:14])=[CH:16][C:17]=2[N:21]=[C:20]1[CH2:22][C:23]1[S:24][CH:25]=[CH:26][CH:27]=1)[CH2:31][CH3:32])[CH3:30] |f:2.3|. Reported procedure: 400 mg of 1-{[1-(1-ethyl-propyl)-2-thiophen-2-ylmethyl-1H-benzoimidazole-5-carbonyl]-amino}-cycloheptanecarboxylic acid methyl ester were dissolved in 4 ml ethanol and 2 ml THF and 4 ml of 2 M aqueous sodium hydroxide solution were added. After stirring at room temperature over night, the reaction mixture was brought to pH 3 by addition of 2 M aqueous hydrochloric acid and extracted with ethyl acetate three times. The combined organic phases were dried over magnesium sulphate and concentrated to... Starting materials: COC(=O)C(O[SiH](C)C)C(C)C(C)(C)C, CO, [K+], [OH-]. The product is CC(C(O[SiH](C)C)C(=O)O)C(C)(C)C. RXN SMILES: [C:1]([CH3:2])([CH3:3])([CH3:4])[CH:5]([CH:6]([C:7](=[O:8])[O:9][CH3:10])[O:11][SiH:12]([CH3:13])[CH3:14])[CH3:15].[CH3:18][OH:19].[K+:17].[OH-:16]>>[C:1]([CH3:2])([CH3:3])([CH3:4])[CH:5]([CH:6]([C:7](=[O:8])[OH:9])[O:11][SiH:12]([CH3:13])[CH3:14])[CH3:15]. Reactants: [Br-], [Br-], CC[Mg+], C1CCOC1, COc1ccc([Mg+])cc1, CC(C)c1cccc(C(C)C)c1N1CC[NH+](c2c(C(C)C)cccc2C(C)C)C1, [Cl-], [Cl-], Fc1ccc(Cl)cc1F, [NH4+]. Yields the product COc1ccc(-c2ccc(F)c(F)c2)cc1. RXN SMILES: [Br-:1].[Br-:44].[CH2:2]([Mg+:3])[CH3:4].[CH2:56]1[O:57][CH2:58][CH2:59][CH2:60]1.[CH3:45][O:46][c:47]1[cH:48][cH:49][c:50]([Mg+:53])[cH:51][cH:52]1.[CH:6]([c:7]1[cH:8][cH:9][cH:10][c:11]([CH:12]([CH3:13])[CH3:14])[c:15]1[NH+:16]1[CH2:17][CH2:18][N:19]([c:20]2[c:21]([CH:22]([CH3:23])[CH3:24])[cH:25][cH:26][cH:27][c:28]2[CH:29]([CH3:30])[CH3:31])[CH2:32]1)([CH3:33])[CH3:34].[Cl-:54].[Cl-:5].[Cl:35][c:36]1[cH:37][c:38]([F:43])[c:39]([F:42])[cH:40][cH:41]1.[NH4+:55]>>[c:36]1(-[c:50]2[cH:49][cH:48][c:47]([O:46][CH3:45])[cH:52][cH:51]2)[cH:37][c:38]([F:43])[c:39]([F:42])[cH:40][cH:41]1. The reactants are COCC1(C(N(CCCC1)C)=O)C1=CC(=CC=C1)OC (3-methoxymethyl-3-(3-methoxy-phenyl)-1-methyl-azepan-2-one), [Li+].[I-] (LiI). Run in N1=C(C=C(C=C1C)C)C (collidine), CCOC(=O)C (EtOAc). Yields the product COCC1(C(N(CCCC1)C)=O)C1=CC(=CC=C1)O (3-methoxymethyl-3-(3-hydroxy-phenyl)-1-methyl-azepan-2-one). As a reaction SMILES: [CH3:1][O:2][CH2:3][C:4]1([C:13]2[CH:18]=[CH:17][CH:16]=[C:15]([O:19]C)[CH:14]=2)[CH2:10][CH2:9][CH2:8][CH2:7][N:6]([CH3:11])[C:5]1=[O:12].[Li+].[I-]>N1C(C)=CC(C)=CC=1C.CCOC(C)=O>[CH3:1][O:2][CH2:3][C:4]1([C:13]2[CH:18]=[CH:17][CH:16]=[C:15]([OH:19])[CH:14]=2)[CH2:10][CH2:9][CH2:8][CH2:7][N:6]([CH3:11])[C:5]1=[O:12] |f:1.2|. Reported procedure: 3-Methoxymethyl-3-(3-methoxy-phenyl)-1-methyl-azepan-2-one (as described in Example 6, Step A) (0.391 g, 1.48 mmol) and LiI (0.500 g, 3.73 mol) were heated in collidine (3.5 mL) at 200° C. for 10 h. The reaction mixture was cooled, diluted with EtOAc, washed with 1N HCl (2×), H2O, brine, dried (MgSO4) and concentrated to give the title compound. Starting materials: ( 42 ), CS(=O)(=O)OC1=C(C(=CC=C1)C1CCNCC1)F (2-fluoro-3-piperidin-4-ylphenyl methanesulfonate), ( 25 ), C([O-])([O-])=O.[K+].[K+] (potassium carbonate), C(C=C)Br (allylbromide), ( 19 ). The solvent is C(C)#N (acetonitrile). The product is CS(=O)(=O)OC1=C(C(=CC=C1)C1CCN(CC1)CC=C)F (3-(1-ALLYLPIPERIDIN-4-YL)-2-FLUOROPHENYL METHANESULFONATE). Reaction SMILES: [CH3:1][S:2]([O:5][C:6]1[CH:11]=[CH:10][CH:9]=[C:8]([CH:12]2[CH2:17][CH2:16][NH:15][CH2:14][CH2:13]2)[C:7]=1[F:18])(=[O:4])=[O:3].C(=O)([O-])[O-].[K+].[K+].[CH2:25](Br)[CH:26]=[CH2:27]>C(#N)C>[CH3:1][S:2]([O:5][C:6]1[CH:11]=[CH:10][CH:9]=[C:8]([CH:12]2[CH2:13][CH2:14][N:15]([CH2:27][CH:26]=[CH2:25])[CH2:16][CH2:17]2)[C:7]=1[F:18])(=[O:3])=[O:4] |f:1.2.3|. Reported procedure: Preparation according to Example 1: 2-fluoro-3-piperidin-4-ylphenyl methanesulfonate (0.01 g), acetonitrile (2 ml), potassium carbonate (0.01 g) and allylbromide (0.01 g). MS m/z (rel. intensity, 70 eV) 313 (M+, 28), 312 (25), 286 (42), 234 (bp), 207 (19). The reactants are C1CCOC1, O=C(Cl)Cl, O=[N+]([O-])c1cc(Cl)ccc1CCO. Yields the product O=C(Cl)OCCc1ccc(Cl)cc1[N+](=O)[O-]. Reaction SMILES: [CH2:18]1[O:19][CH2:20][CH2:21][CH2:22]1.[Cl:1][C:2]([Cl:3])=[O:4].[Cl:5][c:6]1[cH:7][c:8]([N+:15](=[O:16])[O-:17])[c:9]([CH2:12][CH2:13][OH:14])[cH:10][cH:11]1>>[C:2]([Cl:3])(=[O:4])[O:14][CH2:13][CH2:12][c:9]1[c:8]([N+:15](=[O:16])[O-:17])[cH:7][c:6]([Cl:5])[cH:11][cH:10]1. The reactants are [H-].[Na+] (sodium hydride), O (water), OC=1C=C2C(=C(NC2=CC1)C1=CC(=C(C(=C1)C)O)C)C (5-hydroxy-2-(4-hydroxy-3,5-dimethylphenyl)-3-methylindole), Br.C(C)N(CCBr)CC (2-diethylaminoethylbromide hydrobromide). The solvent is CN(C=O)C (dimethylformamide). Run at time 30 minute. Product: C(C)N(CCOC=1C=C2C(=C(NC2=CC1)C1=CC(=C(C(=C1)C)O)C)C)CC (5-(2-diethylaminoethoxy)-2-(4-hydroxy-3,5-dimethylphenyl)-3-methylindole). Reaction SMILES: [H-].[Na+].[OH:3][C:4]1[CH:5]=[C:6]2[C:10](=[CH:11][CH:12]=1)[NH:9][C:8]([C:13]1[CH:18]=[C:17]([CH3:19])[C:16]([OH:20])=[C:15]([CH3:21])[CH:14]=1)=[C:7]2[CH3:22].Br.[CH2:24]([N:26]([CH2:30][CH3:31])[CH2:27][CH2:28]Br)[CH3:25].O>CN(C)C=O>[CH2:24]([N:26]([CH2:30][CH3:31])[CH2:27][CH2:28][O:3][C:4]1[CH:5]=[C:6]2[C:10](=[CH:11][CH:12]=1)[NH:9][C:8]([C:13]1[CH:18]=[C:17]([CH3:19])[C:16]([OH:20])=[C:15]([CH3:21])[CH:14]=1)=[C:7]2[CH3:22])[CH3:25] |f:0.1,3.4|. Procedure details: 1.6 g of 60% sodium hydride was suspended in 50 ml of dimethylformamide, and under ice cooling, 5-hydroxy-2-(4-hydroxy-3,5-dimethylphenyl)-3-methylindole was added. After stirring for 30 minutes, 2.8 g of 2-diethylaminoethylbromide hydrobromide was added. The mixture was stirred for 2 hours. The reaction mixture was poured into cold water, and extracted with ethyl acetate. The extract was purified by silica gel column chromatography, and then subjected to thin-layer chromatography to give 5-(2-d... The reactants are N1CCOCC1 (morpholine), O(C1=CC=CC=C1)CCCBr (3-(phenoxy)propyl bromide), N1CCOCC1 (morpholine), [OH-].[Na+] (NaOH), O(C1=CC=CC=C1)CCCBr (3-(phenoxy)propyl bromide). Solvent: C1(=CC=CC=C1)C (toluene). Yields the product O(C1=CC=CC=C1)CCCN1CCOCC1 (4-[3-(phenoxy)propyl] morpholine). RXN SMILES: [O:1]([CH2:8][CH2:9][CH2:10]Br)[C:2]1[CH:7]=[CH:6][CH:5]=[CH:4][CH:3]=1.[NH:12]1[CH2:17][CH2:16][O:15][CH2:14][CH2:13]1.[OH-].[Na+]>C1(C)C=CC=CC=1>[O:1]([CH2:8][CH2:9][CH2:10][N:12]1[CH2:17][CH2:16][O:15][CH2:14][CH2:13]1)[C:2]1[CH:7]=[CH:6][CH:5]=[CH:4][CH:3]=1 |f:2.3|. Procedure: N-[3-(Phenoxy)propyl] morpholine was prepared by a reaction of 3-(phenoxy)propyl bromide with morpholine. For example, 3-(phenoxy)propyl bromide (7.8 ml, 50 mmole) was added to morpholine (8 ml) in toluene (50 ml) and refluxed overnight. NaOH solution (2 g of NaOH in 20 ml of water) was added and additionally refluxed for 4 hr. Toluene was removed by distillation under reduced pressure. Residue was treated with dichloromethane(200 ml) and water(200 ml). Dichloromethane layer was dried and concen...